Dataset: the Open Reaction Database (ORD), a public repository of structured organic reaction records. Task: describe an organic reaction: reactants, conditions, products, and yield Starting materials: C(C1=CC=CC=C1)N(CC1(CC1)CO[Si](C)(C)C(C)(C)C)CC(=O)OC (methyl (benzyl{[1-({[tert-butyl(dimethyl)silyl]oxy}methyl)-cyclopropyl]methyl}amino)acetate), C(C)#N (ACN), fluorosilicic acid. Solvent: O (water). Reaction conditions: time 8 hour. The product is C(C1=CC=CC=C1)N(CC1(CC1)CO)CC(=O)OC (Methyl (benzyl{[1-(hydroxymethyl)cyclopropyl]methyl}amino)acetate). The yield is 41.8%. RXN SMILES: [CH2:1]([N:8]([CH2:22][C:23]([O:25][CH3:26])=[O:24])[CH2:9][C:10]1([CH2:13][O:14][Si](C(C)(C)C)(C)C)[CH2:12][CH2:11]1)[C:2]1[CH:7]=[CH:6][CH:5]=[CH:4][CH:3]=1.C(#N)C.F[Si-2](F)(F)(F)(F)F.[H+].[H+]>O>[CH2:1]([N:8]([CH2:22][C:23]([O:25][CH3:26])=[O:24])[CH2:9][C:10]1([CH2:13][OH:14])[CH2:11][CH2:12]1)[C:2]1[CH:7]=[CH:6][CH:5]=[CH:4][CH:3]=1 |f:2.3.4|. Procedure: To a stirred solution of methyl (benzyl{[1-({[tert-butyl(dimethyl)silyl]oxy}methyl)-cyclopropyl]methyl}amino)acetate (4.0 g, 0.010 mol) in ACN (100 mL, 2 mol) was added at RT, fluorosilicic acid in water (2.00 M, 10.6 mL). The resulting mixture was stirred at RT overnight. The reaction was quenched by the addition of saturated aqueous NaHCO3 until the reaction mixture was alkaline and then extracted with EtOAc (2×). The organic extracts were combined and washed with brine, then dried (MgSO4), fi... Starting materials: COC1=C(C=C2C=CN=CC2=C1)F (7-Methoxy-6-fluoro-isoquinoline), C(C)(C)(C)OC(N[C@@H]1CC[C@@H](CC1)O)=O (cis-(4-hydroxy-cyclohexyl)-carbamic acid tert-butyl ester). The product is COC1=C(C=C2C=CN=CC2=C1)O[C@H]1CC[C@H](CC1)N (cis-4-(7-methoxy-isoquinolin-6-yloxy)-cyclohexylamine). Reaction SMILES: [CH3:1][O:2][C:3]1[CH:12]=[C:11]2[C:6]([CH:7]=[CH:8][N:9]=[CH:10]2)=[CH:5][C:4]=1F.C(OC(=O)[NH:20][C@H:21]1[CH2:26][CH2:25][C@@H:24]([OH:27])[CH2:23][CH2:22]1)(C)(C)C>>[CH3:1][O:2][C:3]1[CH:12]=[C:11]2[C:6]([CH:7]=[CH:8][N:9]=[CH:10]2)=[CH:5][C:4]=1[O:27][C@@H:24]1[CH2:25][CH2:26][C@H:21]([NH2:20])[CH2:22][CH2:23]1. Procedure details: Starting from 7-methoxy-6-fluoro-isoquinoline (7) and cis-(4-hydroxy-cyclohexyl)-carbamic acid tert-butyl ester the title compound was prepared as trifluoroacetate by the method described for trans-[4-(5-chloro-isoquinolin-6-yloxy)-cyclohexyl]-carbamic acid tert-butyl ester (10) followed by deprotection using 4M hydrochloric acid in isopropanol and purification via preparative HPLC. Rt=0.62 min (Method #2). Detected mass: 273.19 (M+H+). Procedure: The procedure described in the preparation of N1-[2-(dimethylamino)ethyl]-2-(4-amino-3-{4-[(5,7-dimethyl-1,3-benzoxazol-2-yl)amino]phenyl}-1H-pyrazolo[3,4-d]pyrimidin-1-yl)propanamide was employed, except that the Suzuki coupling procedure employed N-(1,3-benzoxazol-2-yl)-N-[4-(4,4,5,5-tetramethyl-1,3,2-dioxaborolan-2-yl)phenyl]amine. Purification of the product by preparative HPLC (25 to 100% acetonitrile in 0.1 M aqueous ammonium acetate over 20 min at 21 mL/min using an 8μ Hypersil HS C18, 25... The reactants are CN(CCNC(C(C)N1N=C(C=2C1=NC=NC2N)C2=CC=C(C=C2)NC=2OC1=C(N2)C=C(C=C1C)C)=O)C (N1-[2-(dimethylamino)ethyl]-2-(4-amino-3-{4-[(5,7-dimethyl-1,3-benzoxazol-2-yl)amino]phenyl}-1H-pyrazolo[3,4-d]pyrimidin-1-yl)propanamide), O1C(=NC2=C1C=CC=C2)NC2=CC=C(C=C2)B2OC(C(O2)(C)C)(C)C (N-(1,3-benzoxazol-2-yl)-N-[4-(4,4,5,5-tetramethyl-1,3,2-dioxaborolan-2-yl)phenyl]amine). RXN SMILES: [CH3:1][N:2]([CH3:38])[CH2:3][CH2:4][NH:5][C:6](=[O:37])[CH:7]([N:9]1[C:13]2=[N:14][CH:15]=[N:16][C:17]([NH2:18])=[C:12]2[C:11]([C:19]2[CH:24]=[CH:23][C:22]([NH:25][C:26]3[O:27][C:28]4[C:34](C)=[CH:33][C:32](C)=[CH:31][C:29]=4[N:30]=3)=[CH:21][CH:20]=2)=[N:10]1)[CH3:8].O1C2C=CC=CC=2N=C1NC1C=CC(B2OC(C)(C)C(C)(C)O2)=CC=1>>[CH3:38][N:2]([CH3:1])[CH2:3][CH2:4][NH:5][C:6](=[O:37])[CH:7]([N:9]1[C:13]2=[N:14][CH:15]=[N:16][C:17]([NH2:18])=[C:12]2[C:11]([C:19]2[CH:20]=[CH:21][C:22]([NH:25][C:26]3[O:27][C:28]4[CH:34]=[CH:33][CH:32]=[CH:31][C:29]=4[N:30]=3)=[CH:23][CH:24]=2)=[N:10]1)[CH3:8]. Product: CN(CCNC(C(C)N1N=C(C=2C1=NC=NC2N)C2=CC=C(C=C2)NC=2OC1=C(N2)C=CC=C1)=O)C (N1-[2-(dimethylamino)ethyl]-2-{4-amino-3-[4-(1,3-benzoxazol-2-ylamino)phenyl]-1H-pyrazolo[3,4-d]pyrimidin-1-yl}propanamide).